This data is from the Open Reaction Database (ORD), a public repository of structured organic reaction records. The task is: describe an organic reaction: reactants, conditions, products, and yield Starting materials: C(C)(=O)OCCC=1SC(=CC1C)S(=O)(=O)NC(NC1=NC=CC(=C1)C(F)(F)F)=O (2-{3-Methyl-5-[({[4-(trifluoromethyl)pyridin-2-yl]carbamoyl}amino)sulfonyl]-2-thienyl}ethyl acetate), [Li+].[OH-] (LiOH). Run in CO (MeOH). Product: OCCC1=C(C=C(S1)S(=O)(=O)NC(NC1=NC=CC(=C1)C(F)(F)F)=O)C (5-(2-Hydroxyethyl)-4-methyl-N-{[4-(trifluoromethyl)pyridin-2-yl]carbamoyl}thiophene-2-sulfonamide). Reaction SMILES: C([O:4][CH2:5][CH2:6][C:7]1[S:8][C:9]([S:13]([NH:16][C:17](=[O:29])[NH:18][C:19]2[CH:24]=[C:23]([C:25]([F:28])([F:27])[F:26])[CH:22]=[CH:21][N:20]=2)(=[O:15])=[O:14])=[CH:10][C:11]=1[CH3:12])(=O)C.[Li+].[OH-]>CO>[OH:4][CH2:5][CH2:6][C:7]1[S:8][C:9]([S:13]([NH:16][C:17](=[O:29])[NH:18][C:19]2[CH:24]=[C:23]([C:25]([F:27])([F:28])[F:26])[CH:22]=[CH:21][N:20]=2)(=[O:15])=[O:14])=[CH:10][C:11]=1[CH3:12] |f:1.2|. Procedure details: 2-{3-Methyl-5-[({[4-(trifluoromethyl)pyridin-2-yl]carbamoyl}amino)sulfonyl]-2-thienyl}ethyl acetate (310 mg, 0.55 mmol, 1 equiv.) was saponified by addition of 1 N LiOH (1.2 mL, 1 mmol, 2 equiv.) in MeOH (5 mL) for 60 min. The solution was purified by chromatography on a HPLC 75×30 mm RP18 5 μm column, with A=0.1% HCOOH and B=MeCN and with a gradient of 20% to 70% B in 10 min. The corresponding fractions were lyophilized to give the titled compound, 89 mg, mle 408.0 (MH−). Reactants: COC1=C(N)C=CC=C1 (2-Methoxyaniline), C([O-])([O-])=O.[Na+].[Na+] (sodium carbonate), BrCC1OC(C(O1)C)CC (2-Bromomethyl-4-methyl-5-ethyl-1,3-dioxolane). Product: CC1OC(OC1CC)CNC1=C(C=CC=C1)OC (N-(4-methyl-5-ethyl-1,3-dioxolan-2-ylmethyl)-2-methoxyaniline). Reaction SMILES: [CH3:1][O:2][C:3]1[CH:9]=[CH:8][CH:7]=[CH:6][C:4]=1[NH2:5].C(=O)([O-])[O-].[Na+].[Na+].Br[CH2:17][CH:18]1[O:22][CH:21]([CH3:23])[CH:20]([CH2:24][CH3:25])[O:19]1>>[CH3:23][CH:21]1[CH:20]([CH2:24][CH3:25])[O:19][CH:18]([CH2:17][NH:5][C:4]2[CH:6]=[CH:7][CH:8]=[CH:9][C:3]=2[O:2][CH3:1])[O:22]1 |f:1.2.3|. Procedure details: 2-Methoxyaniline (0.05 mole) and sodium carbonate (30 grams) are charged into a glass reaction vessel equipped with a mechanical stirrer, thermometer and reflux condenser. 2-Bromomethyl-4-methyl-5-ethyl-1,3-dioxolane (0.55 mole) is slowly added and the reaction mixture is heated at reflux for a period of about 1 hour. After this time the reaction mixture is filtered and additional sodium carbonate (5 grams) is added to the filtrate. The mixture is then distilled under reduced pressure to yield t... RXN SMILES: [Cl:1][c:2]1[cH:3][c:4]([N+:10](=[O:11])[O-:12])[c:5]([CH3:9])[cH:6][c:7]1[Cl:8].[O:13]=[CH:14][N:15]([CH3:16])[CH3:17]>>[Cl:1][c:2]1[cH:3][c:4]([N+:10](=[O:11])[O-:12])[c:5]([CH:9]=[CH:14][N:15]([CH3:16])[CH3:17])[cH:6][c:7]1[Cl:8]. Starting materials: Cc1cc(Cl)c(Cl)cc1[N+](=O)[O-], CN(C)C=O. Product: CN(C)C=Cc1cc(Cl)c(Cl)cc1[N+](=O)[O-]. Starting materials: CCO, CN(C)C=O, CCOC(=O)C(C)Cl, [H-], [Na+], O, N#Cc1ccc2c(c1)Nc1ccccc1S2. The product is CCOC(=O)C(C)N1c2ccccc2Sc2ccc(C#N)cc21. As a reaction SMILES: [CH3:27][CH2:28][OH:29].[CH3:30][N:31]([CH3:32])[CH:33]=[O:34].[Cl:19][CH:20]([C:21](=[O:22])[O:23][CH2:24][CH3:25])[CH3:26].[H-:17].[Na+:18].[OH2:35].[cH:1]1[c:2]([C:15]#[N:16])[cH:3][cH:4][c:5]2[c:14]1[NH:13][c:12]1[c:7]([cH:8][cH:9][cH:10][cH:11]1)[S:6]2>>[cH:1]1[c:2]([C:15]#[N:16])[cH:3][cH:4][c:5]2[c:14]1[N:13]([CH:20]([C:21](=[O:22])[O:23][CH2:24][CH3:25])[CH3:26])[c:12]1[c:7]([cH:8][cH:9][cH:10][cH:11]1)[S:6]2. Starting materials: O=C1CCC1, CC[O-], CCO, C[N+](=O)[O-], [Na+], O. The product is O=[N+]([O-])CC1(O)CCC1. RXN SMILES: [C:1]1(=[O:5])[CH2:2][CH2:3][CH2:4]1.[CH3:11][CH2:12][O-:13].[CH3:15][CH2:16][OH:17].[N+:6](=[O:7])([O-:8])[CH3:9].[Na+:10].[OH2:14]>>[C:1]1([OH:5])([CH2:9][N+:6](=[O:7])[O-:8])[CH2:2][CH2:3][CH2:4]1.